From a dataset of the Open Reaction Database (ORD), a public repository of structured organic reaction records. describe an organic reaction: reactants, conditions, products, and yield Starting materials: Cc1ccccc1, COC(=O)C(C)CO, NS(=O)(=O)Oc1ccccc1, c1ccncc1. The product is COC(=O)C(C)COS(N)(=O)=O. RXN SMILES: [CH3:20][c:21]1[cH:22][cH:23][cH:24][cH:25][cH:26]1.[OH:1][CH2:2][CH:3]([C:4](=[O:5])[O:6][CH3:7])[CH3:8].[S:9]([NH2:10])([O:11][c:13]1[cH:14][cH:15][cH:16][cH:17][cH:19]1)(=[O:12])=[O:18].[cH:27]1[cH:28][cH:29][n:30][cH:31][cH:32]1>>[O:1]([CH2:2][CH:3]([C:4](=[O:5])[O:6][CH3:7])[CH3:8])[S:9]([NH2:10])(=[O:11])=[O:18]. As a reaction SMILES: [CH2:1]([O:3][C:4](=[O:15])[CH2:5][C:6]1[CH:11]=[CH:10][CH:9]=[C:8]([N+:12]([O-:14])=[O:13])[CH:7]=1)[CH3:2].[O:16]1[CH2:21][CH2:20][CH:19]([CH:22]=O)[CH2:18][CH2:17]1>>[N+:12]([C:8]1[CH:7]=[C:6]([C:5](=[CH:22][CH:19]2[CH2:20][CH2:21][O:16][CH2:17][CH2:18]2)[C:4]([O:3][CH2:1][CH3:2])=[O:15])[CH:11]=[CH:10][CH:9]=1)([O-:14])=[O:13]. The reactants are C(C)OC(CC1=CC(=CC=C1)[N+](=O)[O-])=O (Ethyl(3-nitrophenyl)acetate), O1CCC(CC1)C=O (tetrahydropyran-4-carboxaldehyde). Product: [N+](=O)([O-])C=1C=C(C=CC1)C(C(=O)OCC)=CC1CCOCC1 (ethyl 2-(3-nitrophenyl)-3-(tetrahydropyran-4-yl)acrylate). Procedure details: Ethyl(3-nitrophenyl)acetate (11.60 g, 55.5 mmol) was condensed with tetrahydropyran-4-carboxaldehyde employing the procedure described in Preparation 30 to give ethyl 2-(3-nitrophenyl)-3-(tetrahydropyran-4-yl)acrylate: m/z (ES+)=628.3 [2M+NH4]+. A solution of this compound (4.65 g, 15.2 mmol) in EtOH (80 mL) was treated with a slurry of Pd (10% on C, 49 mg, 0.46 mmol) in EtOH (10 mL) and H2O (1 mL). The mixture was stirred under a H2 atmosphere for 24 h, before being filtered through Celite. The... Reactants: N[C@@H](CC(=O)[O-])C(=O)[O-].[NH4+].[NH4+] (ammonium aspartate), polysuccinimide, [OH-].[NH4+] (ammonium hydroxide), N[C@@H](CC(N)=O)C(=O)O (asparagine), [OH-].[NH4+] (ammonium hydroxide), [OH-].[NH4+] (ammonium hydroxide), polysuccinimide. Conditions: temperature 3 celsius, time 3 hour. As a reaction SMILES: [NH2:1][C@H:2]([C:7]([O-:9])=[O:8])[CH2:3][C:4]([O-:6])=[O:5].[NH4+].[NH4+].[NH2:12][C@H:13]([C:18]([OH:20])=[O:19])[CH2:14][C:15](=[O:17])[NH2:16].[OH-].[NH4+]>O>[NH2:1][C@H:2]([C:7]([O-:9])=[O:8])[CH2:3][C:4]([O-:6])=[O:5].[NH2:12][C@H:13]([C:18]([OH:20])=[O:19])[CH2:14][C:15](=[O:17])[NH2:16] |f:0.1.2,4.5,7.8|. Reported procedure: The reaction conditions and procedures of Example 9, for production of copolymers of ammonium aspartate and asparagine from polysuccinimides, were followed with the additional inclusion of crosslinker molecules along with the ammonium hydroxide. Accordingly, a sample of polysuccinimide, preferably comprised of high Mw, linear molecules (e.g. from Example 3), was slurried in water at 20 g in 100 ml water. The slurry was cooled to 2-4° C., by use of a refrigerated recirculating bath and a water-ja... The solvent is O (water), O (water). The product is N[C@@H](CC(=O)[O-])C(=O)[O-].N[C@@H](CC(N)=O)C(=O)O (aspartate asparagine).